This data is from the Open Reaction Database (ORD), a public repository of structured organic reaction records. The task is: describe an organic reaction: reactants, conditions, products, and yield The reactants are ClC1=CC(=C(C=O)C=C1)F (4-chloro-2-fluoro-benzaldehyde), O (water), N1N=CN=C1 (1H-1,2,4-triazole), C([O-])([O-])=O.[K+].[K+] (potassium carbonate). Run in CS(=O)C (DMSO). Reaction conditions: temperature 80 celsius. Product: ClC1=CC(=C(C=O)C=C1)N1N=CN=C1 (4-chloro-2-1,2,4-triazol-1-yl-benzaldehyde). RXN SMILES: [Cl:1][C:2]1[CH:9]=[CH:8][C:5]([CH:6]=[O:7])=[C:4](F)[CH:3]=1.[NH:11]1[CH:15]=[N:14][CH:13]=[N:12]1.C(=O)([O-])[O-].[K+].[K+].O>CS(C)=O>[Cl:1][C:2]1[CH:9]=[CH:8][C:5]([CH:6]=[O:7])=[C:4]([N:11]2[CH:15]=[N:14][CH:13]=[N:12]2)[CH:3]=1 |f:2.3.4|. Reported procedure: In a microwave reaction vessel are combined 4-chloro-2-fluoro-benzaldehyde (200 mg. 1.26 mmol), 1H-1,2,4-triazole (113 mg, 1.64 mmol) and potassium carbonate (350 mg, 2.52 mmol) in DMSO (5 mL) and warmed to 80° C. for 5 minutes in a microwave. The reaction mixture is cooled to room temperature and poured into water and extracted with EtOAc (3×). The combined organics are dried (MgSO4), filtered and concentrated. Purification via flash chromatography (12 g silica gel, 0-3% MeOH/CH2Cl2) affords 4-...